From a dataset of the Open Reaction Database (ORD), a public repository of structured organic reaction records. describe an organic reaction: reactants, conditions, products, and yield Starting materials: CN(C=1C=C(C=CC1)CO)C ((3-(dimethylamino)phenyl)methanol), BrC1=C(C=C(C=C1)O)C (4-bromo-3-methylphenol), CC1(OB(OC1(C)C)C=1C=NNC1)C (4-(4,4,5,5-tetramethyl-1,3,2-dioxaborolan-2-yl)-1H-pyrazole). Yields the product BrC1=C(C=C(C=C1)OCC1CCCCC1)C (1-Bromo-4-cyclohexylmethoxy-2-methyl-benzene). As a reaction SMILES: CN(C)[C:3]1[CH:4]=[C:5]([CH2:9][OH:10])[CH:6]=[CH:7][CH:8]=1.[Br:12][C:13]1[CH:18]=[CH:17][C:16](O)=[CH:15][C:14]=1[CH3:20].CC1(C)C(C)(C)OB(C2C=NNC=2)O1>>[Br:12][C:13]1[CH:18]=[CH:17][C:16]([O:10][CH2:9][CH:5]2[CH2:6][CH2:7][CH2:8][CH2:3][CH2:4]2)=[CH:15][C:14]=1[CH3:20]. Reported procedure: The title compound was prepared by substituting cyclohexylmethanol for (3-(dimethylamino)phenyl)methanol and 4-bromo-3-methylphenol for 4-(4,4,5,5-tetramethyl-1,3,2-dioxaborolan-2-yl)-1H-pyrazole in EXAMPLE 34A. Starting materials: O=C1CCC(=O)N1Br, CCCCCn1c2nc[nH]c2c(=O)n2ncnc12, C1CCOC1. Yields the product CCCCCn1c2nc(Br)[nH]c2c(=O)n2ncnc12. Reaction SMILES: [Br:19][N:20]1[C:21](=[O:22])[CH2:23][CH2:24][C:25]1=[O:26].[CH2:1]([CH2:2][CH2:3][CH2:4][CH3:5])[n:6]1[c:7]2[n:8]([c:9](=[O:15])[c:10]3[nH:11][cH:12][n:13][c:14]13)[n:16][cH:17][n:18]2.[O:27]1[CH2:28][CH2:29][CH2:30][CH2:31]1>>[CH2:1]([CH2:2][CH2:3][CH2:4][CH3:5])[n:6]1[c:7]2[n:8]([c:9](=[O:15])[c:10]3[nH:11][c:12]([Br:19])[n:13][c:14]13)[n:16][cH:17][n:18]2.